This data is from the Open Reaction Database (ORD), a public repository of structured organic reaction records. The task is: describe an organic reaction: reactants, conditions, products, and yield Reactants: N1=CC=C(C=C1)C=O (4-pyridinecarboxaldehyde), C(CCC)[Li] (butyllithium), CC(=O)C12CC3CC(CC(C1)C3)C2 (1-adamantyl methyl ketone). Run in C1CCOC1 (THF), C(C)(C)NC(C)C (diisopropylamine), C1CCOC1 (THF). Product: C12(CC3CC(CC(C1)C3)C2)C(\C=C\C2=CC=NC=C2)=O (trans-1-(1-Adamantyl)-3-(4-pyridyl)-2-propen-1-one). Yield: 65.9%. Reaction SMILES: [N:1]1[CH:6]=[CH:5][C:4]([CH:7]=O)=[CH:3][CH:2]=1.C([Li])CCC.[CH3:14][C:15]([C:17]12[CH2:26][CH:21]3[CH2:22][CH:23]([CH2:25][CH:19]([CH2:20]3)[CH2:18]1)[CH2:24]2)=[O:16]>C1COCC1.C(NC(C)C)(C)C>[C:17]12([C:15](=[O:16])/[CH:14]=[CH:7]/[C:4]3[CH:3]=[CH:2][N:1]=[CH:6][CH:5]=3)[CH2:24][CH:23]3[CH2:22][CH:21]([CH2:20][CH:19]([CH2:25]3)[CH2:18]1)[CH2:26]2. Reported procedure: The method essentially followed that described in Example 17a but using 4-pyridinecarboxaldehyde (0.48 ml, 5.0 mmol) in THF (6 ml), diisopropylamine in THF (20 ml), butyllithium (3.13 g, 5.0 mmol) and 1-adamantyl methyl ketone (0.48 ml, 5.0 mmol). Chromatography, on elution with petrol-ether-triethylamine 100:100:1, gave the title compound (881 mg, 66%), which crystallised from hexane, m.p. 128°-129° C., IR νmax 1690 cm-1 ; 1H-NMR (CDCl3) δ1.72-1.89 (12H, adamantyl CH2) 2.12 (3H, s, adamantyl CH... Starting materials: COC1=C(C=O)C=C(C=C1)B1OC(C(O1)(C)C)(C)C (2-(methyloxy)-5-(4,4,5,5-tetramethyl-1,3,2-dioxaborolan-2-yl)benzaldehyde), BrC=1C=C2C(=CNC2=C(C1)C(=O)N)C1CCN(CC1)S(=O)(=O)CC (5-bromo-3-[1-(ethylsulfonyl)-4-piperidinyl]-1H-indole-7-carboxamide), C([O-])([O-])=O.[Na+].[Na+] (sodium carbonate). Reagents/catalysts: C=1C=CC(=CC1)[P](C=2C=CC=CC2)(C=3C=CC=CC3)[Pd]([P](C=4C=CC=CC4)(C=5C=CC=CC5)C=6C=CC=CC6)([P](C=7C=CC=CC7)(C=8C=CC=CC8)C=9C=CC=CC9)[P](C=1C=CC=CC1)(C=1C=CC=CC1)C=1C=CC=CC1 (tetrakis(triphenylphosphine)palladium(0)). Run in O1CCOCC1 (dioxane), O (H2O). Conditions: temperature 120 celsius. Product: C(C)S(=O)(=O)N1CCC(CC1)C1=CNC2=C(C=C(C=C12)C1=CC(=C(C=C1)OC)C=O)C(=O)N (3-[1-(ethylsulfonyl)-4-piperidinyl]-5-[3-formyl-4-(methyloxy)phenyl]-1H-indole-7-carboxamide). Yield: 57.8%. RXN SMILES: [CH3:1][O:2][C:3]1[CH:10]=[CH:9][C:8](B2OC(C)(C)C(C)(C)O2)=[CH:7][C:4]=1[CH:5]=[O:6].Br[C:21]1[CH:22]=[C:23]2[C:27](=[C:28]([C:30]([NH2:32])=[O:31])[CH:29]=1)[NH:26][CH:25]=[C:24]2[CH:33]1[CH2:38][CH2:37][N:36]([S:39]([CH2:42][CH3:43])(=[O:41])=[O:40])[CH2:35][CH2:34]1.C(=O)([O-])[O-].[Na+].[Na+]>O1CCOCC1.O.C1C=CC([P]([Pd]([P](C2C=CC=CC=2)(C2C=CC=CC=2)C2C=CC=CC=2)([P](C2C=CC=CC=2)(C2C=CC=CC=2)C2C=CC=CC=2)[P](C2C=CC=CC=2)(C2C=CC=CC=2)C2C=CC=CC=2)(C2C=CC=CC=2)C2C=CC=CC=2)=CC=1>[CH2:42]([S:39]([N:36]1[CH2:35][CH2:34][CH:33]([C:24]2[C:23]3[C:27](=[C:28]([C:30]([NH2:32])=[O:31])[CH:29]=[C:21]([C:8]4[CH:9]=[CH:10][C:3]([O:2][CH3:1])=[C:4]([CH:5]=[O:6])[CH:7]=4)[CH:22]=3)[NH:26][CH:25]=2)[CH2:38][CH2:37]1)(=[O:41])=[O:40])[CH3:43] |f:2.3.4,^1:60,62,81,100|. Procedure: To a solution of 2-(methyloxy)-5-(4,4,5,5-tetramethyl-1,3,2-dioxaborolan-2-yl)benzaldehyde (610 mg, 2.33 mmol) in dioxane (19 mL) and H2O (6.3 mL), was added 5-bromo-3-[1-(ethylsulfonyl)-4-piperidinyl]-1H-indole-7-carboxamide (963 mg, 2.33 mmol), and sodium carbonate (1.48 g, 13.9 mmol). After flushing with Agron for 10 min, tetrakis(triphenylphosphine)palladium(0) (134 mg, 0.166 mmol) was added. The reaction was heated in the microwave 120° C. for 120 min. Compound was purified by flash chromat... Starting materials: N (ammonia), FC1=C(C=O)C=CC=C1 (2-fluorobenzaldehyde), C(CC(=O)C)(=O)OC (methyl acetoacetate). Solvent: CO (methanol). Yields the product FC1=C(C=CC=C1)C1=C(C(=NC(=C1C(=O)O)C)C)C(=O)O (4-(2-fluorophenyl)-2,6-dimethyl-3,5-pyridinedicarboxylic acid), FC1=C(C=CC=C1)C1C(=C(NC(=C1C(=O)OC)C)C)C(=O)OC (dimethyl 4-(2-fluorophenyl)-1,4-dihyro-2,6-dimethyl-3,5-pyridinedicarboxylate). As a reaction SMILES: [NH3:1].[F:2][C:3]1[CH:10]=[CH:9][CH:8]=[CH:7][C:4]=1[CH:5]=O.[C:11]([O:17][CH3:18])(=[O:16])[CH2:12][C:13]([CH3:15])=O>CO>[F:2][C:3]1[CH:10]=[CH:9][CH:8]=[CH:7][C:4]=1[C:5]1[C:12]([C:11]([OH:17])=[O:16])=[C:13]([CH3:15])[N:1]=[C:13]([CH3:15])[C:12]=1[C:11]([OH:17])=[O:16].[F:2][C:3]1[CH:10]=[CH:9][CH:8]=[CH:7][C:4]=1[CH:5]1[C:12]([C:11]([O:17][CH3:18])=[O:16])=[C:13]([CH3:15])[NH:1][C:13]([CH3:15])=[C:12]1[C:11]([O:17][CH3:18])=[O:16]. Reported procedure: As shown hereinbelow in Example 1, the intermediate 4-(2-fluorophenyl)-2,6-dimethyl-3,5-pyridinedicarboxylic acid was prepared in very good yield by first adding concentrated aqueous ammonia to a mixture of 2-fluorobenzaldehyde and methyl acetoacetate in methanol to produce dimethyl 4-(2-fluorophenyl)-1,4-dihyro-2,6-dimethyl-3,5-pyridinedicarboxylate, oxidizing the 1,4-dihydro compound with 4N nitric acid to produce dimethyl 4-(2-fluorophenyl)-2,6-dimethyl-3,5-pyridinedicarboxylate and saponifyi... The reactants are ClCC=1N=NC=2C(N1)=C(N=C(N2)N)N (3-Chloromethyl-pyrimido[5,4-e][1,2,4]triazine-5,7-diamine), N1CCCC1 (pyrrolidine). Conditions: temperature 80 celsius. The product is N1(CCCC1)CC=1N=NC=2C(N1)=C(N=C(N2)N)N (3-Pyrrolidin-1-ylmethyl-pyrimido[5,4-e][1,2,4]triazine-5,7-diamine). As a reaction SMILES: Cl[CH2:2][C:3]1[N:4]=[N:5][C:6]2[C:7](=[C:9]([NH2:14])[N:10]=[C:11]([NH2:13])[N:12]=2)[N:8]=1.[NH:15]1[CH2:19][CH2:18][CH2:17][CH2:16]1>>[N:15]1([CH2:2][C:3]2[N:4]=[N:5][C:6]3[C:7](=[C:9]([NH2:14])[N:10]=[C:11]([NH2:13])[N:12]=3)[N:8]=2)[CH2:19][CH2:18][CH2:17][CH2:16]1. Procedure details: A mixture of 3-Chloromethyl-pyrimido[5,4-e][1,2,4]triazine-5,7-diamine 3 (70 mg; 0.33 mmol) and 1.0 mL of pyrrolidine were heated to 80° C. in a sealed tube for 7 h. The mixture was then allowed to cool to room temperature and concentrated in vacuo. The crude product was purified by reverse phase HPLC (Rainin C18, 0% CH3CN to 30% CH3CN gradient, CH3CN/H2O, 0.1% TFA) and the bright yellow fractions containing the product were lyophilized after removal of CH3CN in vacuo to give 50 mg of yellow col... The reactants are O=C([O-])[O-], CC(C)(C=C(Cl)Cl)CCCl, [K+], [K+], c1ccc2ncccc2c1. Product: C=CC(C)(C)C=C(Cl)Cl. RXN SMILES: [C:21](=[O:22])([O-:23])[O-:24].[CH3:1][C:2]([CH:3]=[C:4]([Cl:5])[Cl:6])([CH2:7][CH2:8][Cl:9])[CH3:10].[K+:25].[K+:26].[cH:11]1[cH:12][c:13]2[c:14]([n:15][cH:16][cH:17][cH:18]2)[cH:19][cH:20]1>>[CH3:1][C:2]([CH:3]=[C:4]([Cl:5])[Cl:6])([CH:7]=[CH2:8])[CH3:10]. The reactants are Cl.C(=C)C1=C2CN(CC2=CC=C1)C(=O)O[C@H]1CN[C@@H](C1)C(=O)OC ((3R,5S)-5-(methoxycarbonyl)pyrrolidin-3-yl 4-vinyl-1,3-dihydro-2H-isoindole-2-carboxylate hydrochloride), CC(COC(=O)N[C@@H](C(C)(C)C)C(=O)O)(CCC=C)C (N-{[(2,2-dimethylhex-5-enyl)oxy]carbonyl}-3-methyl-L-valine), CCN(C(C)C)C(C)C (DIPEA), C(CCl)Cl (EDC), C1=CC2=C(N=C1)N(N=N2)O (HOAt). Run in CN(C)C=O (DMF), CCOCC (Et2O). Yields the product CC(COC(=O)N[C@@H](C(C)(C)C)C(=O)N1[C@H](C(=O)OC)C[C@H](C1)OC(=O)N1CC2=CC=CC(=C2C1)C=C)(CCC=C)C (Methyl N-{[(2,2-dimethylhex-5-en-1-yl)oxy]carbonyl}-3-methyl-L-valyl-(4R)-4-{[(4-vinyl-1,3-dihydro-2H-isoindol-2-yl)carbonyl]oxy}-L-prolinate). The yield is 50.7%. RXN SMILES: Cl.[CH:2]([C:4]1[CH:12]=[CH:11][CH:10]=[C:9]2[C:5]=1[CH2:6][N:7]([C:13]([O:15][C@@H:16]1[CH2:20][C@@H:19]([C:21]([O:23][CH3:24])=[O:22])[NH:18][CH2:17]1)=[O:14])[CH2:8]2)=[CH2:3].[CH3:25][C:26]([CH3:44])([CH2:40][CH2:41][CH:42]=[CH2:43])[CH2:27][O:28][C:29]([NH:31][C@H:32]([C:37](O)=[O:38])[C:33]([CH3:36])([CH3:35])[CH3:34])=[O:30].CCN(C(C)C)C(C)C.C(Cl)CCl.C1C=NC2N(O)N=NC=2C=1>CN(C=O)C.CCOCC>[CH3:25][C:26]([CH3:44])([CH2:40][CH2:41][CH:42]=[CH2:43])[CH2:27][O:28][C:29]([NH:31][C@H:32]([C:37]([N:18]1[CH2:17][C@H:16]([O:15][C:13]([N:7]2[CH2:6][C:5]3[C:9](=[CH:10][CH:11]=[CH:12][C:4]=3[CH:2]=[CH2:3])[CH2:8]2)=[O:14])[CH2:20][C@H:19]1[C:21]([O:23][CH3:24])=[O:22])=[O:38])[C:33]([CH3:34])([CH3:35])[CH3:36])=[O:30] |f:0.1|. Procedure details: To a solution of (3R,5S)-5-(methoxycarbonyl)pyrrolidin-3-yl 4-vinyl-1,3-dihydro-2H-isoindole-2-carboxylate hydrochloride (5.0 g, 14.2 mmol) and N-{[(2,2-dimethylhex-5-enyl)oxy]carbonyl}-3-methyl-L-valine (4.0 g, 14.2 mmol) in DMF (20 ml) at RT was added DIPEA (2.5 mL, 14.2 mmol), EDC (5.5 g, 28.4 mmol), and HOAt (1.9 g, 14.2 mmol). After 18 h the reaction mixture was poured into Et2O, and extracted with 1 N HCl. The aqueous layer was extracted with EtOAc, and the combined organic layers were was... The reactants are C(=O)(O)COC1=CC=C(C=C1)CC(C)N1CC(OCC1)(C=1N=C(SC1)C(F)(F)F)O (N-[2-(4-Carboxymethoxyphenyl)-1-methylethyl]-2-hydroxy-2-(2-trifluoromethyl-thiazol-4-yl)morpholine), C(=O)(OC)COC1=CC=C(C=C1)CC(C)N1CC(OCC1)(C=1N=C(SC1)C(F)(F)F)O (N-[2-(4-carbomethoxymethoxyphenyl)-1-methylethyl]-2-hydroxy-2-(2-trifluoromethyl-thiazol-4-yl)morpholine). Product: C(=O)(O)COC1=CC=C(C=C1)CC(C)N1CC(OCC1)(C1=CC(=CC=C1)C)O (N-[2-(4-Carboxymethoxyphenyl)-1-methylethyl]-2-hydroxy-2-(3-methylphenyl)morpholine). Reaction SMILES: [C:1]([CH2:4][O:5][C:6]1[CH:11]=[CH:10][C:9]([CH2:12][CH:13]([N:15]2[CH2:20][CH2:19][O:18][C:17]([OH:30])([C:21]3N=C(C(F)(F)F)S[CH:25]=3)[CH2:16]2)[CH3:14])=[CH:8][CH:7]=1)([OH:3])=[O:2].C(CO[C:37]1[CH:42]=[CH:41]C(CC(N2CCOC(O)(C3N=C(C(F)(F)F)SC=3)C2)C)=[CH:39][CH:38]=1)(OC)=O>>[C:1]([CH2:4][O:5][C:6]1[CH:7]=[CH:8][C:9]([CH2:12][CH:13]([N:15]2[CH2:20][CH2:19][O:18][C:17]([OH:30])([C:21]3[CH:39]=[CH:38][CH:37]=[C:42]([CH3:41])[CH:25]=3)[CH2:16]2)[CH3:14])=[CH:10][CH:11]=1)([OH:3])=[O:2]. Procedure: N-[2-(4-Carboxymethoxyphenyl)-1-methylethyl]-2-hydroxy-2-(2-trifluoromethyl-thiazol-4-yl)morpholine from N-[2-(4-carbomethoxymethoxyphenyl)-1-methylethyl]-2-hydroxy-2-(2-trifluoromethyl-thiazol-4-yl)morpholine.